Dataset: the Open Reaction Database (ORD), a public repository of structured organic reaction records. Task: describe an organic reaction: reactants, conditions, products, and yield Product: CCOC(=O)C=C1CC(C)(C)CC(C)(C)C1. RXN SMILES: [CH2:27]1[O:28][CH2:29][CH2:30][CH2:31]1.[CH3:16][C:17]1([CH3:26])[CH2:18][C:19](=[O:25])[CH2:20][C:21]([CH3:23])([CH3:24])[CH2:22]1.[CH3:1][CH2:2][O:3][C:4](=[O:5])[CH2:6][P:7]([O:8][CH2:9][CH3:10])([O:11][CH2:12][CH3:13])=[O:14].[OH2:15]>>[CH3:1][CH2:2][O:3][C:4](=[O:5])[CH:6]=[C:19]1[CH2:18][C:17]([CH3:16])([CH3:26])[CH2:22][C:21]([CH3:23])([CH3:24])[CH2:20]1. The reactants are C1CCOC1, CC1(C)CC(=O)CC(C)(C)C1, CCOC(=O)CP(=O)(OCC)OCC, O. Reactants: C(C=C)OCCN(C)C (2-(allyloxy)-N,N-dimethylethanamine), CO[SiH](OC)OC (trimethoxysilane). Reagents/catalysts: C(=C)[Si](O[Si](C)(C)C=C)(C)C.[Pt] (platinum(0)-1,3-divinyl-1,1,3,3-tetramethyldisiloxane). Solvent: C1(=CC=CC=C1)C (toluene). Conditions: time 24 hour. The product is CN(CCOCCC[Si](OC)(OC)OC)C (N,N-dimethyl-2-(3-(trimethoxysilyl)propoxy)ethanamine). Yield: 85.9%. Reaction SMILES: [CH2:1]([O:4][CH2:5][CH2:6][N:7]([CH3:9])[CH3:8])[CH:2]=[CH2:3].[CH3:10][O:11][SiH:12]([O:15][CH3:16])[O:13][CH3:14]>C([Si](C)(C)O[Si](C=C)(C)C)=C.[Pt].C1(C)C=CC=CC=1>[CH3:8][N:7]([CH3:9])[CH2:6][CH2:5][O:4][CH2:1][CH2:2][CH2:3][Si:12]([O:15][CH3:16])([O:13][CH3:14])[O:11][CH3:10] |f:2.3|. Reported procedure: After adding toluene (200 mL) to a round-bottom flask containing 2-(allyloxy)-N,N-dimethylethanamine (0.398 mol) and dissolving trimethoxysilane (0.398 mol), a commercially available platinum(0)-1,3-divinyl-1,1,3,3-tetramethyldisiloxane solution was added and the mixture was stirred for 24 hours under reflux. Upon completion of reaction, after removing the solvent through distillation under reduced pressure, 0.342 mol (yield: 86%) of the target compound was obtained by extracting with water and ... Reactants: ClC1=C2C(=NC=C1C=O)N(N=C2)CC2=CC=C(C=C2)OC (4-chloro-1-(4-methoxy-benzyl)-1H-pyrazolo[3,4-b]pyridine-5-carbaldehyde), C(C)N (ethyl amine). Conditions: temperature 120 celsius, time 8 hour. Product: C(C)NC1=C2C(=NC=C1C=O)N(N=C2)CC2=CC=C(C=C2)OC (4-Ethylamino-1-(4-methoxy-benzyl)-1H-pyrazolo[3,4-b]pyridine-5-carbaldehyde). As a reaction SMILES: Cl[C:2]1[C:7]([CH:8]=[O:9])=[CH:6][N:5]=[C:4]2[N:10]([CH2:13][C:14]3[CH:19]=[CH:18][C:17]([O:20][CH3:21])=[CH:16][CH:15]=3)[N:11]=[CH:12][C:3]=12.[CH2:22]([NH2:24])[CH3:23]>>[CH2:22]([NH:24][C:2]1[C:7]([CH:8]=[O:9])=[CH:6][N:5]=[C:4]2[N:10]([CH2:13][C:14]3[CH:19]=[CH:18][C:17]([O:20][CH3:21])=[CH:16][CH:15]=3)[N:11]=[CH:12][C:3]=12)[CH3:23]. Procedure: A mixture of 4-chloro-1-(4-methoxy-benzyl)-1H-pyrazolo[3,4-b]pyridine-5-carbaldehyde (350 mg, 1.16 mmol), ethyl amine (70 wt. % solution in water, 2 mL, 25 mmol) is heated at 120° C. in a sealed tube. After overnight, the reaction mixture is cooled to room temperature and concentrated. The residue is dissolved in HCl solution (1N, 4 mL) and heated at 50° C. After stirring for 1.5 hours, the reaction mixture is basified with saturated sodium bicarbonate solution to pH=8. The solid is collected by... Reactants: CO, NN, O=C1CCc2cc([N+](=O)[O-])ccc2N1CCCN1CCOCC1, O. Yields the product Nc1ccc2c(c1)CCC(=O)N2CCCN1CCOCC1. As a reaction SMILES: [CH3:27][OH:28].[NH2:25][NH2:26].[O:1]1[CH2:2][CH2:3][N:4]([CH2:7][CH2:8][CH2:9][N:10]2[C:11](=[O:23])[CH2:12][CH2:13][c:14]3[cH:15][c:16]([N+:20]([O-:21])=[O:22])[cH:17][cH:18][c:19]32)[CH2:5][CH2:6]1.[OH2:24]>>[O:1]1[CH2:2][CH2:3][N:4]([CH2:7][CH2:8][CH2:9][N:10]2[C:11](=[O:23])[CH2:12][CH2:13][c:14]3[cH:15][c:16]([NH2:20])[cH:17][cH:18][c:19]32)[CH2:5][CH2:6]1.